From a dataset of the Open Reaction Database (ORD), a public repository of structured organic reaction records. describe an organic reaction: reactants, conditions, products, and yield The reactants are FC1=C(C=C(C=C1)F)C1=CC(N(C1)C(=O)N(C)C)(C1=CC=CC=C1)CCC(=O)OC (methyl 3-{4-(2,5-difluorophenyl)-1-[(dimethylamino)carbonyl]-2-phenyl-2,5-dihydro-1H-pyrrol-2-yl}propanoate), [H-].[Al+3].[Li+].[H-].[H-].[H-] (lithium aluminum hydride). Run in C1CCOC1 (THF). Reaction conditions: time 30 minute. The product is FC1=C(C=C(C=C1)F)C1=CC(N(C1)C(=O)N(C)C)(C1=CC=CC=C1)CCCO (4-(2,5-difluorophenyl)-2-(3-hydroxypropyl)-N,N-dimethyl-2-phenyl-2,5-dihydro-1H-pyrrole-1-carboxamide). Reaction SMILES: [F:1][C:2]1[CH:7]=[CH:6][C:5]([F:8])=[CH:4][C:3]=1[C:9]1[CH2:13][N:12]([C:14]([N:16]([CH3:18])[CH3:17])=[O:15])[C:11]([CH2:25][CH2:26][C:27](OC)=[O:28])([C:19]2[CH:24]=[CH:23][CH:22]=[CH:21][CH:20]=2)[CH:10]=1.[H-].[Al+3].[Li+].[H-].[H-].[H-]>C1COCC1>[F:1][C:2]1[CH:7]=[CH:6][C:5]([F:8])=[CH:4][C:3]=1[C:9]1[CH2:13][N:12]([C:14]([N:16]([CH3:17])[CH3:18])=[O:15])[C:11]([CH2:25][CH2:26][CH2:27][OH:28])([C:19]2[CH:24]=[CH:23][CH:22]=[CH:21][CH:20]=2)[CH:10]=1 |f:1.2.3.4.5.6|. Reported procedure: To 2.5 g (5.9 mmol) of ester 19-1 in THF at 0° C. was added 235 mg (6.2 mmol) of lithium aluminum hydride. After stirring for 30 min, the reaction was quenched with saturated NH4Cl, partitioned between EtOAc and 10% KHSO4, the organic phase was washed with water, saturated NaHCO3, brine, dried over MgSO4, and concentrated by rotary evaporation. The residue was purified by column chromatography on silica gel with EtOAc/hexanes to provide 19-2 as a white solid. Data for 19-2: HRMS (ES) calc'd M+H ... The reactants are O=C([O-])O, COCCOC, CCOC(=O)c1cn(CCN(C)C)c2ccc(I)cc2c1=O, CC(C)NC(=O)Nc1cc(-c2nc(C(F)(F)F)cs2)c(B(O)O)cn1, [Na+]. Product: CCOC(=O)c1cn(CCN(C)C)c2ccc(-c3cnc(NC(=O)NC(C)C)cc3-c3nc(C(F)(F)F)cs3)cc2c1=O. As a reaction SMILES: [C:48](=[O:49])([OH:50])[O-:51].[CH2:53]([CH2:54][O:55][CH3:56])[O:57][CH3:58].[CH3:1][N:2]([CH2:3][CH2:4][n:5]1[cH:6][c:7]([C:17](=[O:18])[O:19][CH2:20][CH3:21])[c:8](=[O:16])[c:9]2[cH:10][c:11]([I:15])[cH:12][cH:13][c:14]12)[CH3:22].[CH:23]([CH3:24])([CH3:25])[NH:26][C:27]([NH:28][c:29]1[cH:30][c:31](-[c:38]2[s:39][cH:40][c:41]([C:43]([F:44])([F:45])[F:46])[n:42]2)[c:32]([B:35]([OH:36])[OH:37])[cH:33][n:34]1)=[O:47].[Na+:52]>>[CH3:1][N:2]([CH2:3][CH2:4][n:5]1[cH:6][c:7]([C:17](=[O:18])[O:19][CH2:20][CH3:21])[c:8](=[O:16])[c:9]2[cH:10][c:11](-[c:32]3[c:31](-[c:38]4[s:39][cH:40][c:41]([C:43]([F:44])([F:45])[F:46])[n:42]4)[cH:30][c:29]([NH:28][C:27]([NH:26][CH:23]([CH3:24])[CH3:25])=[O:47])[n:34][cH:33]3)[cH:12][cH:13][c:14]12)[CH3:22]. Reactants: C(CCCC)C1=CC=C(C=C1)C=CC1CCC(CC1)C1=CC=C(C#N)C=C1 (p-[4-[2-(p-pentylphenyl)vinyl]cyclohexyl]benzonitrile), [H][H] (hydrogen). Reagents/catalysts: [Pd] (palladium/carbon). Solvent: C1(=CC=CC=C1)C (toluene). Product: C(CCCC)C1=CC=C(C=C1)CC[C@@H]1CC[C@H](CC1)C1=CC=C(C#N)C=C1 (p-[trans-4-[2-(p-pentylphenyl)ethyl]cyclohexyl]benzonitrile). RXN SMILES: [CH2:1]([C:6]1[CH:11]=[CH:10][C:9]([CH:12]=[CH:13][CH:14]2[CH2:19][CH2:18][CH:17]([C:20]3[CH:27]=[CH:26][C:23]([C:24]#[N:25])=[CH:22][CH:21]=3)[CH2:16][CH2:15]2)=[CH:8][CH:7]=1)[CH2:2][CH2:3][CH2:4][CH3:5].[H][H]>C1(C)C=CC=CC=1.[Pd]>[CH2:1]([C:6]1[CH:11]=[CH:10][C:9]([CH2:12][CH2:13][C@H:14]2[CH2:19][CH2:18][C@H:17]([C:20]3[CH:21]=[CH:22][C:23]([C:24]#[N:25])=[CH:26][CH:27]=3)[CH2:16][CH2:15]2)=[CH:8][CH:7]=1)[CH2:2][CH2:3][CH2:4][CH3:5]. Reported procedure: 7.0 g of p-[4-[2-(p-pentylphenyl)vinyl]cyclohexyl]benzonitrile were dissolved in 350 ml of toluene, treated with 1.4 g of palladium/carbon (10%) and hydrogenated at room temperature and normal pressure until the hydrogen uptake came to a standstill. The crude p-[trans-4-[2-(p-pentylphenyl)ethyl]cyclohexyl]benzonitrile obtained after filtering off the catalyst and concentrating the filtrate was recrystallized twice from ethanol. Yield 4.2 g; m.p. (C--N) 61.5° C., cl.p. (N--I) 126° C.